This data is from the Open Reaction Database (ORD), a public repository of structured organic reaction records. The task is: describe an organic reaction: reactants, conditions, products, and yield The reactants are ice water, O1CCCC1 (tetrahydrofuran), CC(C)([O-])C.[K+] (potassium tert-butoxide), C(C)C1=C(C(=CC(=C1)C)CC)CC(=O)N(N=C(C(=O)OCC)C)C (ethyl 2-[2-(2,6-diethyl-4-methylphenylacetyl)-2-methylhydrazono]propanoate), C(C)(=O)OCC (ethyl acetate). Run in C1(=CC=CC=C1)C (toluene), CCCCCC (hexane). Conditions: time 30 minute. The product is C(C)C1=C(C(=CC(=C1)C)CC)C=1C(N(N=C(C1O)C)C)=O (4-(2,6-Diethyl-4-methylphenyl)-5-hydroxy-2,6-dimethyl-3(2H)-pyridazinone). Isolated yield 46.4%. RXN SMILES: O1CCCC1.CC(C)([O-])C.[K+].[CH2:12]([C:14]1[CH:19]=[C:18]([CH3:20])[CH:17]=[C:16]([CH2:21][CH3:22])[C:15]=1[CH2:23][C:24]([N:26]([CH3:35])[N:27]=[C:28]([CH3:34])[C:29]([O:31]CC)=O)=[O:25])[CH3:13].C(OCC)(=O)C>C1(C)C=CC=CC=1.CCCCCC>[CH2:21]([C:16]1[CH:17]=[C:18]([CH3:20])[CH:19]=[C:14]([CH2:12][CH3:13])[C:15]=1[C:23]1[C:24](=[O:25])[N:26]([CH3:35])[N:27]=[C:28]([CH3:34])[C:29]=1[OH:31])[CH3:22] |f:1.2|. Procedure details: Under a nitrogen atmosphere, 13 mL of a tetrahydrofuran solution of potassium tert-butoxide (1 mol/L) was stirred at room temperature, to which a solution of 1.9 g of ethyl 2-[2-(2,6-diethyl-4-methylphenylacetyl)-2-methylhydrazono]propanoate (Compound VI-2) in 55 mL of toluene was added dropwise over about 1 hour. The mixture was further stirred at room temperature for 30 minutes. Then, the reaction mixture was concentrated under reduced pressure. To the residue obtained was added 30 mL of ice-w... Reactants: CCOC(C)=O, CCO, COc1cc(OC)c2c(C)c(CCCl)c(=O)oc2c1, OC1(c2ccccc2)CCNCC1. Product: COc1cc(OC)c2c(C)c(CCN3CCC(O)(c4ccccc4)CC3)c(=O)oc2c1. Reaction SMILES: [C:36]([O:37][CH2:38][CH3:39])(=[O:40])[CH3:41].[CH2:33]([OH:34])[CH3:35].[Cl:1][CH2:2][CH2:3][c:4]1[c:5](=[O:19])[o:6][c:7]2[c:8]([c:9]1[CH3:10])[c:11]([O:17][CH3:18])[cH:12][c:13]([O:15][CH3:16])[cH:14]2.[OH:20][C:21]1([c:27]2[cH:28][cH:29][cH:30][cH:31][cH:32]2)[CH2:22][CH2:23][NH:24][CH2:25][CH2:26]1>>[CH2:2]([CH2:3][c:4]1[c:5](=[O:19])[o:6][c:7]2[c:8]([c:9]1[CH3:10])[c:11]([O:17][CH3:18])[cH:12][c:13]([O:15][CH3:16])[cH:14]2)[N:24]1[CH2:23][CH2:22][C:21]([OH:20])([c:27]2[cH:28][cH:29][cH:30][cH:31][cH:32]2)[CH2:26][CH2:25]1. Starting materials: CCOC(=O)c1nccc2cc(Br)ccc12, CCOC(C)=O, CC(C)c1onc(-c2c(Cl)cccc2Cl)c1COc1ccc(B2OC(C)(C)C(C)(C)O2)cc1, [K+], [K+], [K+], C1COCCO1, O, O=P([O-])([O-])[O-], c1ccc(P(c2ccccc2)c2ccccc2)cc1. Yields the product CCOC(=O)c1nccc2cc(-c3ccc(OCc4c(-c5c(Cl)cccc5Cl)noc4C(C)C)cc3)ccc12. As a reaction SMILES: [Br:1][c:2]1[cH:3][c:4]2[cH:5][cH:6][n:7][c:8]([C:12](=[O:13])[O:14][CH2:15][CH3:16])[c:9]2[cH:10][cH:11]1.[CH3:77][CH2:78][O:79][C:80](=[O:81])[CH3:82].[Cl:17][c:18]1[c:19](-[c:25]2[n:26][o:27][c:28]([CH:47]([CH3:48])[CH3:49])[c:29]2[CH2:30][O:31][c:32]2[cH:33][cH:34][c:35]([B:38]3[O:39][C:40]([CH3:41])([CH3:42])[C:43]([CH3:44])([CH3:45])[O:46]3)[cH:36][cH:37]2)[c:20]([Cl:24])[cH:21][cH:22][cH:23]1.[K+:74].[K+:75].[K+:76].[O:84]1[CH2:85][CH2:86][O:87][CH2:88][CH2:89]1.[OH2:83].[P:69]([O-:70])([O-:71])([O-:72])=[O:73].[c:50]1([P:51]([c:52]2[cH:53][cH:54][cH:55][cH:56][cH:57]2)[c:58]2[cH:59][cH:60][cH:61][cH:62][cH:63]2)[cH:64][cH:65][cH:66][cH:67][cH:68]1>>[c:2]1(-[c:35]2[cH:34][cH:33][c:32]([O:31][CH2:30][c:29]3[c:25](-[c:19]4[c:18]([Cl:17])[cH:23][cH:22][cH:21][c:20]4[Cl:24])[n:26][o:27][c:28]3[CH:47]([CH3:48])[CH3:49])[cH:37][cH:36]2)[cH:3][c:4]2[cH:5][cH:6][n:7][c:8]([C:12](=[O:13])[O:14][CH2:15][CH3:16])[c:9]2[cH:10][cH:11]1. The reactants are ammonium sulphide, CC1=CSC2=C1C=C(C=C2[N+](=O)[O-])[N+](=O)[O-] (3-methyl-5,7-dinitrobenzothiophene). The solvent is C(C)O (ethanol), O (water). Run at temperature 0 celsius. Product: CC1=CSC2=C1C=C(C=C2N)[N+](=O)[O-] (3-Methyl-5-nitro-7-aminobenzothiophene). As a reaction SMILES: [NH4+]=S.[CH3:3][C:4]1[C:8]2[CH:9]=[C:10]([N+:16]([O-:18])=[O:17])[CH:11]=[C:12]([N+:13]([O-])=O)[C:7]=2[S:6][CH:5]=1>C(O)C.O>[CH3:3][C:4]1[C:8]2[CH:9]=[C:10]([N+:16]([O-:18])=[O:17])[CH:11]=[C:12]([NH2:13])[C:7]=2[S:6][CH:5]=1. Procedure: 453 ml of a 20% strength ammonium sulphide solution (1.33 moles of (NH4)2S) are added dropwise to a suspension of 0.4 mole of 3-methyl-5,7-dinitrobenzothiophene in 1,400 ml of ethanol at 55°-60° C. in the course of 45 minutes, and the mixture is then heated at the boiling point for 15 minutes. The mixture is then diluted with 1,400 ml of water and cooled to 0° C. and the crystalline product is filtered off with suction. For purification, the crystals are dissolved in methylene chloride and the s... Reactants: O=C1CCC(=O)N1Br, C1CCOC1, CSc1ncc2c(OCOCC[Si](C)(C)C)ccn2n1, CO. The product is CSc1ncc2c(OCOCC[Si](C)(C)C)cc(Br)n2n1. Reaction SMILES: [Br:23][N:24]1[C:25](=[O:26])[CH2:27][CH2:28][C:29]1=[O:30].[CH2:31]1[O:32][CH2:33][CH2:34][CH2:35]1.[CH3:1][S:2][c:3]1[n:4][n:5]2[c:6]([cH:7][n:8]1)[c:9]([O:12][CH2:13][O:14][CH2:15][CH2:16][Si:17]([CH3:18])([CH3:19])[CH3:20])[cH:10][cH:11]2.[CH3:21][OH:22]>>[CH3:1][S:2][c:3]1[n:4][n:5]2[c:6]([cH:7][n:8]1)[c:9]([O:12][CH2:13][O:14][CH2:15][CH2:16][Si:17]([CH3:18])([CH3:19])[CH3:20])[cH:10][c:11]2[Br:23].